This data is from the Open Reaction Database (ORD), a public repository of structured organic reaction records. The task is: describe an organic reaction: reactants, conditions, products, and yield The reactants are BrC=1C(=CC2=C(C=3N(CCO2)C(=C(N3)C(=O)N)I)C1)F (10-Bromo-9-fluoro-3-iodo-5,6-dihydroimidazo[1,2-d][1,4]benzoxazepine-2-carboxamide), CC1(OB(OC1(C)C)C1=NNC=C1)C (3-(4,4,5,5-tetramethyl-1,3,2-dioxaborolan-2-yl)-1H-pyrazole). Product: BrC=1C(=CC2=C(C=3N(CCO2)C(=C(N3)C(=O)N)C3=NNC=C3)C1)F (10-bromo-9-fluoro-3-(1H-pyrazol-3-yl)-5,6-dihydroimidazo[1,2-d][1,4]benzoxazepine-2-carboxamide). As a reaction SMILES: [Br:1][C:2]1[C:3]([F:20])=[CH:4][C:5]2[O:11][CH2:10][CH2:9][N:8]3[C:12](I)=[C:13]([C:15]([NH2:17])=[O:16])[N:14]=[C:7]3[C:6]=2[CH:19]=1.CC1(C)C(C)(C)OB([C:29]2[CH:33]=[CH:32][NH:31][N:30]=2)O1>>[Br:1][C:2]1[C:3]([F:20])=[CH:4][C:5]2[O:11][CH2:10][CH2:9][N:8]3[C:12]([C:29]4[CH:33]=[CH:32][NH:31][N:30]=4)=[C:13]([C:15]([NH2:17])=[O:16])[N:14]=[C:7]3[C:6]=2[CH:19]=1. Procedure: 10-Bromo-9-fluoro-3-iodo-5,6-dihydroimidazo[1,2-d][1,4]benzoxazepine-2-carboxamide (0.2 g) was reacted with 3-(4,4,5,5-tetramethyl-1,3,2-dioxaborolan-2-yl)-1H-pyrazole similar to as described in Example 4 and triturated from water followed by methanol to give 107 mg of 10-bromo-9-fluoro-3-(1H-pyrazol-3-yl)-5,6-dihydroimidazo[1,2-d][1,4]benzoxazepine-2-carboxamide. This intermediate was reacted with 2-Methyl-3-butyne-ol similar to as described in Procedure E to afford 3.3 mg of 9-fluoro-10-(3-hyd... The product is C1(=CC=CC=C1)NC1(CCN(CC1)CCC1=CC=CC=C1)C(=O)OC(C)C (1-methylethyl 4-(phenylamino)-1-(2-phenylethyl)-4-piperidinecarboxylate). Conditions: temperature 110 celsius. Reactants: 10.4, C1(=CC=CC=C1)NC1(CCN(CC1)CCC1=CC=CC=C1)C(=O)O (4-(phenylamino)-1-(2-phenylethyl)-4-piperidinecarboxylic acid), [Na] (sodium), CN(P(N(C)C)(N(C)C)=O)C (hexamethylphosphoric triamide), BrC(C)C (2-bromopropane), BrC(C)C (2-bromopropane). Solvent: O (water). Reported procedure: A mixture of 10.4 parts of 4-(phenylamino)-1-(2-phenylethyl)-4-piperidinecarboxylic acid, sodium salt and 75 parts of hexamethylphosphoric triamide is stirred and heated at 110° C. for a while. It is cooled to 20° C. and 3.7 parts of 2-bromopropane are added dropwise. After stirring for 4 hours, another 0.37 parts of 2-bromopropane is added dropwise. Upon completion, stirring is continued over week-end at room temperature. The reaction mixture is poured onto 150 parts of water and the product is... Reaction SMILES: [C:1]1([NH:7][C:8]2([C:22]([OH:24])=[O:23])[CH2:13][CH2:12][N:11]([CH2:14][CH2:15][C:16]3[CH:21]=[CH:20][CH:19]=[CH:18][CH:17]=3)[CH2:10][CH2:9]2)[CH:6]=[CH:5][CH:4]=[CH:3][CH:2]=1.[Na].CN(C)P(=O)(N(C)C)N(C)C.Br[CH:38]([CH3:40])[CH3:39]>O>[C:1]1([NH:7][C:8]2([C:22]([O:24][CH:38]([CH3:40])[CH3:39])=[O:23])[CH2:9][CH2:10][N:11]([CH2:14][CH2:15][C:16]3[CH:17]=[CH:18][CH:19]=[CH:20][CH:21]=3)[CH2:12][CH2:13]2)[CH:6]=[CH:5][CH:4]=[CH:3][CH:2]=1 |^1:24|. Starting materials: C(C)SC1=C(C=CC=C1)C1=NC=2C(=NC=C(C2)C(F)(F)F)N1 (2-(2-ethylsulfanylphenyl)-6-trifluoromethyl-3H-imidazo[4,5-b]pyridine), CN(C)C=O (DMF), [H-].[Na+] (sodium hydride), COCCl (chloromethyl methyl ether). Solvent: O (water). Run at time 4 hour. Yields the product COCN1C(=NC=2C1=NC=C(C2)C(F)(F)F)C2=C(C=CC=C2)SCC (3-methoxymethyl-2-(2-ethylsulfanylphenyl)-6-trifluoromethyl-3H-imidazo[4,5-b]pyridine). RXN SMILES: [CH2:1]([S:3][C:4]1[CH:9]=[CH:8][CH:7]=[CH:6][C:5]=1[C:10]1[NH:22][C:13]2=[N:14][CH:15]=[C:16]([C:18]([F:21])([F:20])[F:19])[CH:17]=[C:12]2[N:11]=1)[CH3:2].CN(C=O)C.[H-].[Na+].[CH3:30][O:31][CH2:32]Cl>O>[CH3:30][O:31][CH2:32][N:22]1[C:13]2=[N:14][CH:15]=[C:16]([C:18]([F:21])([F:19])[F:20])[CH:17]=[C:12]2[N:11]=[C:10]1[C:5]1[CH:6]=[CH:7][CH:8]=[CH:9][C:4]=1[S:3][CH2:1][CH3:2] |f:2.3|. Procedure details: To a mixture of 2-(2-ethylsulfanylphenyl)-6-trifluoromethyl-3H-imidazo[4,5-b]pyridine (98 mg) and DMF (6 ml), 60% of sodium hydride (in oil) (29 mg) and chloromethyl methyl ether (25 μl) were sequentially added under ice-cooling. The mixture was heated room temperature, and stirred for 4 hours. Then, water was poured thereinto, and extracted with ethyl acetate. The organic layer was dried over sodium sulfate, and concentrated under reduced pressure. The resulting residue was subjected to silica ...